From a dataset of the Open Reaction Database (ORD), a public repository of structured organic reaction records. describe an organic reaction: reactants, conditions, products, and yield Reactants: [Si](C)(C)(C(C)(C)C)Cl (t-butyldimethylsilyl chloride), N1C=NC=C1 (imidazole), S1C(=CC=C1)CCO (2-(2-Thienyl)ethanol). The solvent is CN(C=O)C (N,N-dimethylformamide). Conditions: time 8 hour. Yields the product C(CCC)[Si](OCCC=1SC=CC1)(C)C (2-[2-(Butyldimethylsilyloxy)ethyl]thiophene). Yield: 99.0%. Reaction SMILES: [S:1]1[CH:5]=[CH:4][CH:3]=[C:2]1[CH2:6][CH2:7][OH:8].[Si:9](Cl)([C:12]([CH3:15])(C)C)([CH3:11])[CH3:10].N1[CH:21]=[CH:20]N=C1>CN(C)C=O>[CH2:12]([Si:9]([CH3:11])([CH3:10])[O:8][CH2:7][CH2:6][C:2]1[S:1][CH:5]=[CH:4][CH:3]=1)[CH2:15][CH2:20][CH3:21]. Procedure details: 2-(2-Thienyl)ethanol (2.6 g) was dissolved in N,N-dimethylformamide (20 ml), followed by the addition of t-butyldimethylsilyl chloride (3.667 g) and imidazole (1.634 g) and the mixture was stirred at room temperature overnight. The reaction mixture was partitioned between ethyl acetate and water. The resulting organic layer was washed with water, dried (over MgSO4) and evaporated. The resulting residue was purified by silica gel column chromatography (ethyl acetate/hexane system), to give the ti...